Dataset: the Open Reaction Database (ORD), a public repository of structured organic reaction records. Task: describe an organic reaction: reactants, conditions, products, and yield Starting materials: OC1[C@H](O)[C@@H](O)[C@H](O[C@H]2[C@H](O)[C@@H](O)[C@@H](O)[C@H](O2)CO)[C@H](O1)CO (lactose), C(CCCCCCC)N (octylamine). Yields the product CCCCCCCCNC1[C@@H]([C@H]([C@@H]([C@H](O1)CO)O[C@H]2[C@@H]([C@H]([C@H]([C@H](O2)CO)O)O)O)O)O (N-octyllactosylamine). As a reaction SMILES: O[CH:2]1[O:21][C@H:20]([CH2:22][OH:23])[C@@H:7]([O:8][C@@H:9]2[O:17][C@H:16]([CH2:18][OH:19])[C@H:14]([OH:15])[C@H:12]([OH:13])[C@H:10]2[OH:11])[C@H:5]([OH:6])[C@H:3]1[OH:4].[CH2:24]([NH2:32])[CH2:25][CH2:26][CH2:27][CH2:28][CH2:29][CH2:30][CH3:31]>>[CH3:31][CH2:30][CH2:29][CH2:28][CH2:27][CH2:26][CH2:25][CH2:24][NH:32][CH:2]1[O:21][C@H:20]([CH2:22][OH:23])[C@@H:7]([O:8][C@@H:9]2[O:17][C@H:16]([CH2:18][OH:19])[C@H:14]([OH:15])[C@H:12]([OH:13])[C@H:10]2[OH:11])[C@H:5]([OH:6])[C@H:3]1[OH:4]. Procedure: The process was carried out in essentially the same manner as in Examples 5 and 6 above, using 21 g of lactose and 12.8 g of octylamine. Starting materials: C(C)(C)N(C(C)C)CC (N,N-Diisopropylethylamine), C(C)(=O)OC(C)=O (acetic anhydride), N[C@@H]1CN(CC1)C1=CC=C(C=N1)C1=NC(=CC(=C1)C)NC1=NC=CC(=C1)C(F)(F)F (6′-[(3S)-3-aminopyrrolidin-1-yl]-4-methyl-N-[4-(trifluoromethyl)pyridin-2-yl]-2,3′-bipyridin-6-amine). Run in C1CCOC1 (THF). Reaction conditions: time 16 hour. Product: CC1=CC(=NC(=C1)NC1=NC=CC(=C1)C(F)(F)F)C=1C=NC(=CC1)N1C[C@H](CC1)NC(C)=O (N-[(3S)-1-(4-methyl-6-{[4-(trifluoromethyl)pyridin-2-yl]amino}-2,3′-bipyridin-6′-yl)pyrrolidin-3-yl]acetamide). As a reaction SMILES: C(N(CC)C(C)C)(C)C.C(O[C:14](=[O:16])[CH3:15])(=O)C.[NH2:17][C@H:18]1[CH2:22][CH2:21][N:20]([C:23]2[N:28]=[CH:27][C:26]([C:29]3[CH:34]=[C:33]([CH3:35])[CH:32]=[C:31]([NH:36][C:37]4[CH:42]=[C:41]([C:43]([F:46])([F:45])[F:44])[CH:40]=[CH:39][N:38]=4)[N:30]=3)=[CH:25][CH:24]=2)[CH2:19]1>C1COCC1>[CH3:35][C:33]1[CH:32]=[C:31]([NH:36][C:37]2[CH:42]=[C:41]([C:43]([F:44])([F:46])[F:45])[CH:40]=[CH:39][N:38]=2)[N:30]=[C:29]([C:26]2[CH:27]=[N:28][C:23]([N:20]3[CH2:21][CH2:22][C@H:18]([NH:17][C:14](=[O:16])[CH3:15])[CH2:19]3)=[CH:24][CH:25]=2)[CH:34]=1. Reported procedure: N,N-Diisopropylethylamine (0.032 mL, 0.181 mmol), acetic anhydride (6.26 μL, 0.066 mmol), 6′-[(3S)-3-aminopyrrolidin-1-yl]-4-methyl-N-[4-(trifluoromethyl)pyridin-2-yl]-2,3′-bipyridin-6-amine (Example 5, 25 mg, 0.060 mmol), and THF (1 mL) were added to a flask and stirred at room temperature for 16 hours. The crude solution was purified via reverse phase high pressure liquid chromatography to afford N-[(3S)-1-(4-methyl-6-{[4-(trifluoromethyl)pyridin-2-yl]amino}-2,3′-bipyridin-6′-yl)pyrrolidin-3-y...